describe an organic reaction: reactants, conditions, products, and yield From a dataset of the Open Reaction Database (ORD), a public repository of structured organic reaction records. Starting materials: C(#N)C1=C(CBr)C=CC=C1 (2-cyanobenzyl bromide), C([O-])([O-])=O.[K+].[K+] (potassium carbonate), [I-].[K+] (potassium iodide), ClC1=NC=2N(C(N(C)C(C2N1)=O)=O)C (8-Chlorotheophylline). The solvent is CN(C)C=O (DMF). Conditions: time 20 hour. Product: ClC1=NC=2N(C(N(C(C2N1CC1=C(C#N)C=CC=C1)=O)C)=O)C (2-(8-Chloro-1,3-dimethyl-2,6-dioxo-1,2,3,6-tetrahydropurin-7-ylmethyl)benzonitrile). Reaction SMILES: [Cl:1][C:2]1[NH:11][C:10]2[C:9](=[O:12])[N:7]([CH3:8])[C:6](=[O:13])[N:5]([CH3:14])[C:4]=2[N:3]=1.[C:15]([C:17]1[CH:24]=[CH:23][CH:22]=[CH:21][C:18]=1[CH2:19]Br)#[N:16].C(=O)([O-])[O-].[K+].[K+].[I-].[K+]>CN(C=O)C>[Cl:1][C:2]1[N:11]([CH2:19][C:18]2[CH:21]=[CH:22][CH:23]=[CH:24][C:17]=2[C:15]#[N:16])[C:10]2[C:9](=[O:12])[N:7]([CH3:8])[C:6](=[O:13])[N:5]([CH3:14])[C:4]=2[N:3]=1 |f:2.3.4,5.6|. Reported procedure: 8-Chlorotheophylline (20 g, 93.19 mmol) was dissolved in 800 ml of DMF and 2-cyanobenzyl bromide (18.28 g, 93.19 mmol), potassium carbonate (12.88 g, 93.19 mmol), and potassium iodide (10 mg, 0.06 mmol) were added. The mixture was stirred at room temperature for 20 hours. The solvent was evaporated and the residue was suspended in 900 ml of water and 900 ml of EtOAc, and compound (1A) was collected by filtration of the suspension. The layers in the mother liquor were separated and the aqueous la... Reactants: C(C1=CC=CC=C1)O[C@H]1C(O[C@@H]([C@H]([C@@H]1OCC1=CC=CC=C1)OCC1=CC=CC=C1)COCC1=CC=CC=C1)=O ((3R,4S,5R,6R)-3,4,5-tris(benzyloxy)-6-(benzyloxymethyl)tetrahydro-2H-pyran-2-one), C(C)(=O)OC (Methyl acetate), [Li+].C[Si](C)(C)[N-][Si](C)(C)C (LHMDS), CC(=O)C.C(=O)=O (acetone dry ice). The solvent is C1CCOC1 (THF), C1CCOC1 (THF). Run at time 15 minute. Product: C(C1=CC=CC=C1)O[C@H]1[C@](O[C@@H]([C@H]([C@@H]1OCC1=CC=CC=C1)OCC1=CC=CC=C1)COCC1=CC=CC=C1)(O)CC(=O)OC (methyl 2-((2S,3R,4S,5R,6R)-3,4,5-tris(benzyloxy)-6-(benzyloxymethyl)-2-hydroxytetrahydro-2H-pyran-2-yl)acetate). RXN SMILES: [C:1]([O:4][CH3:5])(=[O:3])[CH3:2].CC(C)=O.C(=O)=O.[Li+].C[Si]([N-][Si](C)(C)C)(C)C.[CH2:23]([O:30][C@@H:31]1[C@@H:36]([O:37][CH2:38][C:39]2[CH:44]=[CH:43][CH:42]=[CH:41][CH:40]=2)[C@H:35]([O:45][CH2:46][C:47]2[CH:52]=[CH:51][CH:50]=[CH:49][CH:48]=2)[C@@H:34]([CH2:53][O:54][CH2:55][C:56]2[CH:61]=[CH:60][CH:59]=[CH:58][CH:57]=2)[O:33][C:32]1=[O:62])[C:24]1[CH:29]=[CH:28][CH:27]=[CH:26][CH:25]=1>C1COCC1>[CH2:23]([O:30][C@@H:31]1[C@@H:36]([O:37][CH2:38][C:39]2[CH:44]=[CH:43][CH:42]=[CH:41][CH:40]=2)[C@H:35]([O:45][CH2:46][C:47]2[CH:48]=[CH:49][CH:50]=[CH:51][CH:52]=2)[C@@H:34]([CH2:53][O:54][CH2:55][C:56]2[CH:57]=[CH:58][CH:59]=[CH:60][CH:61]=2)[O:33][C@:32]1([CH2:2][C:1]([O:4][CH3:5])=[O:3])[OH:62])[C:24]1[CH:29]=[CH:28][CH:27]=[CH:26][CH:25]=1 |f:1.2,3.4|. Reported procedure: Methyl acetate (0.25 mL, 3.2 mmol) was dissolved in THF (3 mL) under an atmosphere of Ar and cooled to −78° C. (acetone/dry ice). A solution of LHMDS (3.13 mL, 1M/THF) was added dropwise. After 15 minutes, a solution of (3R,4S,5R,6R)-3,4,5-tris(benzyloxy)-6-(benzyloxymethyl)tetrahydro-2H-pyran-2-one (5, 1.35 g, 2.5 mmol) in THF (7 mL) was added dropwise. After 3 hr, the reaction mixture was quenched with NH4Cl (aq), warmed to room temperature and extracted with EtOAc (1×). The organic layer was ... Starting materials: CO, CC(C)(C)OC(=O)N1CC(O)CC1(C)C(=O)OCc1ccccc1. Yields the product CC(C)(C)OC(=O)N1CC(O)CC1(C)C(=O)O. Reaction SMILES: [CH3:25][OH:26].[OH:1][CH:2]1[CH2:3][C:4]([C:14](=[O:15])[O:16][CH2:17][c:18]2[cH:19][cH:20][cH:21][cH:22][cH:23]2)([CH3:24])[N:5]([C:7](=[O:8])[O:9][C:10]([CH3:11])([CH3:12])[CH3:13])[CH2:6]1>>[OH:1][CH:2]1[CH2:3][C:4]([C:14](=[O:15])[OH:16])([CH3:24])[N:5]([C:7](=[O:8])[O:9][C:10]([CH3:11])([CH3:12])[CH3:13])[CH2:6]1. Reactants: Cc1cc(C(=O)O)cc(Cl)n1, Cc1ccc(CN)cc1. The reagents and catalysts are CN(C)[P+](N(C)C)(N(C)C)ON1C2=CC=CC=C2N=N1.F[P-](F)(F)(F)(F)F (BOP), CCN(C(C)C)C(C)C (DIPEA). The solvent is CN(C)C=O (DMF), CN(C)C=O (DMF), CN(C)C=O (DMF), CN(C)C=O (DMF), CN(C)C=O (DMF), CN(C)C=O (DMF). Reaction conditions: temperature 25 celsius, time 2 hour. Yields the product Cc1ccc(CNC(=O)c2cc(C)nc(Cl)c2)cc1. Isolated yield 78.7%. Reaction SMILES: Cc1ccc(CN)cc1.Cc1cc(C(=O)O)cc(Cl)n1.CN(C)[P+](N(C)C)(N(C)C)ON1C2=CC=CC=C2N=N1.F[P-](F)(F)(F)(F)F.CCN(C(C)C)C(C)C.CN(C)C=O>>Cc1ccc(CNC(=O)c2cc(C)nc(Cl)c2)cc1. RXN SMILES: C([O:3][CH:4](OCC)[C:5]1[S:6][CH:7]=[C:8]([C:10]([O:12][CH2:13][CH3:14])=[O:11])[N:9]=1)C>Cl.CC(C)=O>[CH:4]([C:5]1[S:6][CH:7]=[C:8]([C:10]([O:12][CH2:13][CH3:14])=[O:11])[N:9]=1)=[O:3]. The reactants are C(C)OC(C=1SC=C(N1)C(=O)OCC)OCC (ethyl 2-[bis(ethyloxy)methyl]-1,3-thiazole-4-carboxylate). The yield is 97.6%. Solvent: Cl (hydrochloric acid), CC(=O)C (acetone). Yields the product C(=O)C=1SC=C(N1)C(=O)OCC (Ethyl 2-formyl-1,3-thiazole-4-carboxylate). Procedure details: A solution of ethyl 2-[bis(ethyloxy)methyl]-1,3-thiazole-4-carboxylate (455 mg) in 10% 1M hydrochloric acid in acetone (50 ml) was heated at reflux for 1 h. The mixture was concentrated in vacuo, taken up in DCM (20 ml) and washed with saturated sodium bicarbonate solution (10 ml). The organic layer was separated using a hydrophobic frit and evaporated to give the title compound (317 mg) as a yellow solid. Reactants: [NH4+].[Cl-] (NH4Cl), BrCC(=O)C1=CC=C(C=C1)[N+](=O)[O-] (2-Bromo-1-(4-nitrophenyl)ethanone), Cl.[N+](=O)([O-])C1=CC=C(C=C1)CCN1CCNCC1 (1-[2-(4-nitrophenyl)ethyl]piperazine hydrochloride), CCN(C(C)C)C(C)C (Hünig's base). Conditions: time 1 hour. The product is [N+](=O)([O-])C1=CC=C(C=C1)C(CN1CCN(CC1)CCC1=CC=C(C=C1)[N+](=O)[O-])=O (1-(4-nitrophenyl)-2-{4-[2-(4-nitrophenyl)ethyl]piperazin-1-yl}ethanone). RXN SMILES: Br[CH2:2][C:3]([C:5]1[CH:10]=[CH:9][C:8]([N+:11]([O-:13])=[O:12])=[CH:7][CH:6]=1)=[O:4].Cl.[N+:15]([C:18]1[CH:23]=[CH:22][C:21]([CH2:24][CH2:25][N:26]2[CH2:31][CH2:30][NH:29][CH2:28][CH2:27]2)=[CH:20][CH:19]=1)([O-:17])=[O:16].CCN(C(C)C)C(C)C.[NH4+].[Cl-]>>[N+:11]([C:8]1[CH:9]=[CH:10][C:5]([C:3](=[O:4])[CH2:2][N:29]2[CH2:30][CH2:31][N:26]([CH2:25][CH2:24][C:21]3[CH:20]=[CH:19][C:18]([N+:15]([O-:17])=[O:16])=[CH:23][CH:22]=3)[CH2:27][CH2:28]2)=[CH:6][CH:7]=1)([O-:13])=[O:12] |f:1.2,4.5|. Procedure details: 2-Bromo-1-(4-nitrophenyl)ethanone (269 mg, 1.10 mmol) was added to a stirred solution of 1-[2-(4-nitrophenyl)ethyl]piperazine hydrochloride (200 mg, 0.736 mmol) followed by Hünig's base, then was stirred at RT for 1 h. The reaction mixture was poured into saturated NH4Cl solution and extracted twice with ethyl acetate. The combined organic layers were washed with water, then brine. The organic layer was dried over MgSO4, filtered, and concentrated. The residue was purified by preparative TLC usi... The reactants are Cl.C(C1=CC=CC=C1)(OCC)=N (ethyl benzimidate hydrochloride), C(C)(C)N(CC)C(C)C (diisopropylethylamine), NC=1C=C(C(=O)O)C=CC1 (3-aminobenzoic acid). Solvent: O (H2O), O1CCOCC1 (dioxane). Reaction conditions: time 4 day. Product: Cl.C(=O)(O)C=1C=C(C=CC1)NC(C1=CC=CC=C1)=N (N-(3-carboxyphenyl)benzamidine hydrochloride). Yield: 15.8%. Reaction SMILES: [ClH:1].[C:2](=[NH:12])(OCC)[C:3]1[CH:8]=[CH:7][CH:6]=[CH:5][CH:4]=1.C(N(C(C)C)CC)(C)C.[NH2:22][C:23]1[CH:24]=[C:25]([CH:29]=[CH:30][CH:31]=1)[C:26]([OH:28])=[O:27]>O.O1CCOCC1>[ClH:1].[C:26]([C:25]1[CH:24]=[C:23]([NH:22][C:2](=[NH:12])[C:3]2[CH:4]=[CH:5][CH:6]=[CH:7][CH:8]=2)[CH:31]=[CH:30][CH:29]=1)([OH:28])=[O:27] |f:0.1,6.7|. Reported procedure: To ethyl benzimidate hydrochloride (3 g, 0.016 mole)(Fluka) and (2.1 g, 0.016 mole) diisopropylethylamine in H2O (15 ml) and dioxane (15 ml) was added 3-aminobenzoic acid (2.22 g, 0.016 mole) (Aldrich). The reaction mixture was stirred at room temperature for 4 days. The resulting precipitate was filtered, washed with dioxane/H2O and dried. The precipitate was slurried in H2O and acidified with concentrated HCl. The solvent was removed under vacuum and the residue was slurried in ether. The ethe...